Dataset: the Open Reaction Database (ORD), a public repository of structured organic reaction records. Task: describe an organic reaction: reactants, conditions, products, and yield Starting materials: BrC1=C(C=CC(=C1)F)C1N=C(NC(=C1C(=O)OCC)CBr)C1=NN(C=N1)C (Ethyl 4-(2-bromo-4-fluorophenyl)-6-(bromomethyl)-2-(1-methyl-1H-1,2,4-triazol-3-yl)-1,4-dihydropyrimidine-5-carboxylate), Cl.N1CC(OCC1)CC(=O)O (2-(morpholin-2-yl)acetic acid hydrochloride). The product is BrC1=C(C=CC(=C1)F)C1C(=C(NC(=N1)C1=NN(C=N1)C)CN1CC(OCC1)CC(=O)O)C(=O)OCC (2-(4-((6-(2-bromo-4-fluorophenyl)-5-(ethoxycarbonyl)-2-(1-methyl-1H-1,2,4-triazol-3-yl)-3,6-dihydropyrimidin-4-yl)methyl)morpholin-2-yl)acetic acid). Isolated yield 41.6%. RXN SMILES: [Br:1][C:2]1[CH:7]=[C:6]([F:8])[CH:5]=[CH:4][C:3]=1[CH:9]1[C:14]([C:15]([O:17][CH2:18][CH3:19])=[O:16])=[C:13]([CH2:20]Br)[NH:12][C:11]([C:22]2[N:26]=[CH:25][N:24]([CH3:27])[N:23]=2)=[N:10]1.Cl.[NH:29]1[CH2:34][CH2:33][O:32][CH:31]([CH2:35][C:36]([OH:38])=[O:37])[CH2:30]1>>[Br:1][C:2]1[CH:7]=[C:6]([F:8])[CH:5]=[CH:4][C:3]=1[CH:9]1[N:10]=[C:11]([C:22]2[N:26]=[CH:25][N:24]([CH3:27])[N:23]=2)[NH:12][C:13]([CH2:20][N:29]2[CH2:34][CH2:33][O:32][CH:31]([CH2:35][C:36]([OH:38])=[O:37])[CH2:30]2)=[C:14]1[C:15]([O:17][CH2:18][CH3:19])=[O:16] |f:1.2|. Procedure: Ethyl 4-(2-bromo-4-fluorophenyl)-6-(bromomethyl)-2-(1-methyl-1H-1,2,4-triazol-3-yl)-1,4-dihydropyrimidine-5-carboxylate (1 g, 2 mmol) was reacted with 2-(morpholin-2-yl)acetic acid hydrochloride (0.36 g, 2 mmol) according to the procedure as described in Example 1, Step C to give the title compound as a yellow solid (0.47 g, 42%). The compound was characterized by the following spectroscopic data: Reactants: ClCCl, CCCc1ccc(O)cc1, CCCCCOc1cccc(F)c1F, C1CCOC1, CN(C)CCN(C)C, Cc1ccccc1, C(=NC1CCCCC1)=NC1CCCCC1, N#CC1=C(C#N)C(=O)C(Cl)=C(Cl)C1=O, Cl, CCCCCOc1ccc(-c2ccc(C(=O)O)cc2)c(F)c1F, [Li]CCCC. Product: CCCCCOc1ccc(-c2ccc(C(=O)Oc3ccc(CCC)cc3)cc2)c(F)c1F. RXN SMILES: [CH2:103]([Cl:104])[Cl:105].[CH2:1]([CH2:2][CH3:3])[c:4]1[cH:5][cH:6][c:7]([OH:10])[cH:8][cH:9]1.[CH2:34]([O:35][c:36]1[cH:37][cH:38][cH:39][c:40]([F:41])[c:42]1[F:43])[CH2:44][CH2:45][CH2:46][CH3:47].[CH2:91]1[O:92][CH2:93][CH2:94][CH2:95]1.[CH3:53][N:54]([CH3:55])[CH2:56][CH2:57][N:58]([CH3:59])[CH3:60].[CH3:96][c:97]1[cH:98][cH:99][cH:100][cH:101][cH:102]1.[CH:76]1([N:77]=[C:78]=[N:79][CH:80]2[CH2:81][CH2:82][CH2:83][CH2:84][CH2:85]2)[CH2:86][CH2:87][CH2:88][CH2:89][CH2:90]1.[Cl:62][C:63]1=[C:74]([Cl:75])[C:72](=[O:73])[C:69]([C:70]#[N:71])=[C:66]([C:67]#[N:68])[C:64]1=[O:65].[ClH:61].[F:11][c:12]1[c:13](-[c:25]2[cH:26][cH:27][c:28]([C:31](=[O:32])[OH:33])[cH:29][cH:30]2)[cH:14][cH:15][c:16]([O:19][CH2:20][CH2:21][CH2:22][CH2:23][CH3:24])[c:17]1[F:18].[Li:48][CH2:49][CH2:50][CH2:51][CH3:52]>>[CH2:1]([CH2:2][CH3:3])[c:4]1[cH:5][cH:6][c:7]([O:33][C:31]([c:28]2[cH:27][cH:26][c:25](-[c:13]3[c:12]([F:11])[c:17]([F:18])[c:16]([O:19][CH2:20][CH2:21][CH2:22][CH2:23][CH3:24])[cH:15][cH:14]3)[cH:30][cH:29]2)=[O:32])[cH:8][cH:9]1.